Task: describe an organic reaction: reactants, conditions, products, and yield. Dataset: the Open Reaction Database (ORD), a public repository of structured organic reaction records The reactants are NC1=C(C=C(C=C1)N1C[C@H](CCC1)C(=O)N1CCN(CC1)C)OC ([(S)-1-(4-Amino-3-methoxy-phenyl)-piperidin-3-yl]-(4-methyl-piperazin-1-yl)-methanone), COC=1C=C(C=CC1[N+](=O)[O-])N1CCC(CC1)N(C)C ([1-(3-Methoxy-4-nitro-phenyl)-piperidine-4-yl]dimethyl-amine). Yields the product NC1=C(C=C(C=C1)N1CCC(CC1)N(C)C)OC ([1-(4-Amino-3-methoxy-phenyl)-piperidin-4-yl]-dimethyl-amine). As a reaction SMILES: NC1C=CC(N2CCC[C@H](C(N3CCN(C)CC3)=O)C2)=CC=1OC.[CH3:25][O:26][C:27]1[CH:28]=[C:29]([N:36]2[CH2:41][CH2:40][CH:39]([N:42]([CH3:44])[CH3:43])[CH2:38][CH2:37]2)[CH:30]=[CH:31][C:32]=1[N+:33]([O-])=O>>[NH2:33][C:32]1[CH:31]=[CH:30][C:29]([N:36]2[CH2:41][CH2:40][CH:39]([N:42]([CH3:43])[CH3:44])[CH2:38][CH2:37]2)=[CH:28][C:27]=1[O:26][CH3:25]. Procedure: [1-(4-Amino-3-methoxy-phenyl)-piperidin-4-yl]-dimethyl-amine was prepared in an analogous fashion to [(S)-1-(4-Amino-3-methoxy-phenyl)-piperidin-3-yl]-(4-methyl-piperazin-1-yl)-methanone of Example 460c replacing [(S)-1-(3-Methoxy-4-nitro-phenyl)-piperidin-3-yl]-(4-methyl-piperazin-1-yl)-methanone with [1-(3-Methoxy-4-nitro-phenyl)-piperidine-4-yl]dimethyl-amine (280 mg, 100%). LC/MS (E/I+) 249 (M+H).